This data is from the Open Reaction Database (ORD), a public repository of structured organic reaction records. The task is: describe an organic reaction: reactants, conditions, products, and yield The reactants are [OH-].[Na+] (sodium hydroxide), [Cl-].[NH4+] (ammonium chloride), O (water), C(C1=CC=CC=C1)N1CCOC2=C(C1=O)C=CC(=N2)OC2=CC=C(C=C2)Cl (4-benzyl-8-(4-chlorophenoxy)-3,4-dihydropyrido[3,2-f][1,4]oxazepin-5(2H)-one). Run in C1CCOC1.C(C)OCC (THF diethyl ether), C1CCOC1.C(C)OCC (THF diethyl ether). Run at time 2 hour. The product is C(C1=CC=CC=C1)N1CCOC2=C(C1)C=CC(=N2)OC2=CC=C(C=C2)Cl (4-benzyl-8-(4-chlorophenoxy)-2,3,4,5-tetrahydropyrido[3,2-f][1,4]oxazepine). The yield is 40.7%. As a reaction SMILES: [CH2:1]([N:8]1[C:14](=O)[C:13]2[CH:16]=[CH:17][C:18]([O:20][C:21]3[CH:26]=[CH:25][C:24]([Cl:27])=[CH:23][CH:22]=3)=[N:19][C:12]=2[O:11][CH2:10][CH2:9]1)[C:2]1[CH:7]=[CH:6][CH:5]=[CH:4][CH:3]=1.[OH-].[Na+].[Cl-].[NH4+].O>C1COCC1.C(OCC)C>[CH2:1]([N:8]1[CH2:14][C:13]2[CH:16]=[CH:17][C:18]([O:20][C:21]3[CH:22]=[CH:23][C:24]([Cl:27])=[CH:25][CH:26]=3)=[N:19][C:12]=2[O:11][CH2:10][CH2:9]1)[C:2]1[CH:7]=[CH:6][CH:5]=[CH:4][CH:3]=1 |f:1.2,3.4,6.7|. Procedure: THF-diethyl ether solution (2.5 mL-2.5 mL) was added a solution of the compound obtained in step 1 (0.51 g) in THF-diethyl ether (2.5 mL-2.5 mL), and the resulting mixture was stirred at room temperature for 2 hr under a nitrogen atmosphere. 1N Aqueous sodium hydroxide solution (0.076 mL), saturated aqueous ammonium chloride (0.076 mL) and water (0.076 mL) were added, and the resulting mixture was stirred at room temperature for 3 hr. The precipitate was removed by filtration, and the filtrate w... Reactants: [Cl-].[K+] (KCl), OCC(O)CO (glycerol), [Cl-].[K+] (KCl). Reaction conditions: time 18 hour. Product: C([C@@H]1[C@H]([C@@H]([C@H]([C@H](O1)O[C@]2([C@H]([C@@H]([C@H](O2)CO)O)O)CO)O)O)O)O (Sucrose). Reaction SMILES: [Cl-].[K+].[OH:3][CH2:4][CH:5]([CH2:7][OH:8])[OH:6]>>[CH2:4]([OH:3])[C@H:5]1[O:6][C@H:7]([O:6][C@:5]2([CH2:7][OH:8])[O:6][C@H:5]([CH2:7][OH:8])[C@@H:4]([OH:3])[C@@H:4]2[OH:3])[C@H:5]([OH:6])[C@@H:4]([OH:3])[C@@H:7]1[OH:8] |f:0.1|. Reported procedure: Sucrose density gradients (8-30%) were prepared in TT buffer containing 0.4 M KCl. In some experiments (as indicated) the gradients were made 8-30% in TT buffer containing 10% glycerol with or without 0.4 M KCl. Samples to be analyzed were layered on the gradient together with 14C-labelled sedimentation markers. The gradients were centrifuged at 50,000 rpm in an SW60 rotor for 18 h at 2° C. Gradients were fractionated into individual 0.1 ml fractions, scintillation fluid was added, and radioacti... The reactants are FC1=C2C=CC=NC2=CC(=C1CC1=CN=C2N1N=C(C=C2)C=2C=NN(C2)CCOC2OCCCC2)F (5,7-Difluoro-6-(6-{1-[2-(tetrahydro-pyran-2-yloxy)-ethyl]-1H-pyrazol-4-yl}-imidazo[1,2-b]pyridazin-3-ylmethyl)-quinoline), Cl (HCl). Run in C(Cl)Cl (DCM), O1CCOCC1 (dioxane). Conditions: time 1 hour. The product is FC1=C2C=CC=NC2=CC(=C1CC1=CN=C2N1N=C(C=C2)C=2C=NN(C2)CCO)F (2-{4-[3-(5,7-Difluoro-quinolin-6-ylmethyl)-imidazo[1,2-b]pyridazin-6-yl]-pyrazol-1-yl}-ethanol). Reaction SMILES: [F:1][C:2]1[C:11]([CH2:12][C:13]2[N:17]3[N:18]=[C:19]([C:22]4[CH:23]=[N:24][N:25]([CH2:27][CH2:28][O:29]C5CCCCO5)[CH:26]=4)[CH:20]=[CH:21][C:16]3=[N:15][CH:14]=2)=[C:10]([F:36])[CH:9]=[C:8]2[C:3]=1[CH:4]=[CH:5][CH:6]=[N:7]2.Cl>C(Cl)Cl.O1CCOCC1>[F:1][C:2]1[C:11]([CH2:12][C:13]2[N:17]3[N:18]=[C:19]([C:22]4[CH:23]=[N:24][N:25]([CH2:27][CH2:28][OH:29])[CH:26]=4)[CH:20]=[CH:21][C:16]3=[N:15][CH:14]=2)=[C:10]([F:36])[CH:9]=[C:8]2[C:3]=1[CH:4]=[CH:5][CH:6]=[N:7]2. Procedure: 5,7-Difluoro-6-(6-{1-[2-(tetrahydro-pyran-2-yloxy)-ethyl]-1H-pyrazol-4-yl}-imidazo[1,2-b]pyridazin-3-ylmethyl)-quinoline (Stage 170.1, 82.2 mg, 0.168 mmol) was dissolved in DCM (2 mL) and a solution of 4 N HCl in dioxane (0.126 mL) was added. The RM was stirred at rt for 1 h and the solvent was removed. It was then taken up with EtOAc and washed with saturated NaHCO3 and brine. The organic layer was dried over Na2SO4 and the solvent was removed. The residue was purified by preparative HPLC with ...